From a dataset of the Open Reaction Database (ORD), a public repository of structured organic reaction records. describe an organic reaction: reactants, conditions, products, and yield As a reaction SMILES: [CH3:1]C1(C)CCCNC1=O.[CH3:10][C:11]1([CH3:18])[NH:16][C:15](=[O:17])[CH2:14][CH2:13][CH2:12]1.[H-].[Na+].CI>C1COCC1>[CH3:1][N:16]1[C:11]([CH3:18])([CH3:10])[CH2:12][CH2:13][CH2:14][C:15]1=[O:17] |f:2.3|. Yield: 47.0%. Procedure: To a solution of a 3 to 1 mixture of 3,3-dimethylpiperidin-2-one and 6,6-dimethylpiperidine-2-one (4.72 g, 37.1 mmol) in 60 ml of THF was added 60% sodium hydride suspension (1.93g, 48.2 mmol). The grey reaction mixture was stirred at room temperature for 30 minutes. Then methyl iodide (3.02 ml, 48.2 mmol) was added and the reaction mixture was stirred at room temperature overnight. The reaction mixture was quenched with water, and worked up with ethyl acetate/water. The orange oil was chromatog... The reactants are CI (methyl iodide), CC1(C(NCCC1)=O)C (3,3-dimethylpiperidin-2-one), CC1(CCCC(N1)=O)C (6,6-dimethylpiperidine-2-one), [H-].[Na+] (sodium hydride). Run at time 30 minute. The solvent is C1CCOC1 (THF). Product: CN1C(CCCC1(C)C)=O (1,6,6-Trimethyl-piperidin-2-one). Starting materials: C1(=CC=CC=C1)N1N=CC=C1N (1-phenyl-5-aminopyrazole), BrC(C=O)C=O (2-bromomalonaldehyde). The solvent is C(C)(=O)O (acetic acid). The product is BrC=1C=C2C(=NC1)N(N=C2)C2=CC=CC=C2 (5-Bromo-1-phenyl-1H-pyrazolo[3,4-b]pyridine). Isolated yield 28.7%. As a reaction SMILES: [C:1]1([N:7]2[C:11]([NH2:12])=[CH:10][CH:9]=[N:8]2)[CH:6]=[CH:5][CH:4]=[CH:3][CH:2]=1.[Br:13][CH:14]([CH:17]=O)[CH:15]=O>C(O)(=O)C>[Br:13][C:14]1[CH:15]=[C:10]2[CH:9]=[N:8][N:7]([C:1]3[CH:6]=[CH:5][CH:4]=[CH:3][CH:2]=3)[C:11]2=[N:12][CH:17]=1. Procedure details: Dissolve 1-phenyl-5-aminopyrazole (Tokyo Kasei Kogyo Co. LTD; 1.5 g, 9.4 mmol) and 2-bromomalonaldehyde (Aldrich; 1.42 g, 9.4 mmol) in glacial acetic acid (170 mL) and reflux under nitrogen for 5 h. Concentrate under reduced pressure and purify via chromatography (silica gel, dichloromethane) to obtain 740 mg (28%) of the title compound as an off-white solid. TOF MS ES+ exact mass calculated for C12H9N3Br (p+H): m/z=273.9980, Found. 273.9965. Starting materials: ice water, C(C)(=O)OC1[C@H](OC(C)=O)[C@H]([C@@H](OC(C)=O)[C@H](O1)COC(C)=O)N1N=NC(=C1)C(=O)OC (1,2,4,6-Tetra-O-acetyl-3-deoxy-3-[4-(methoxycarbonyl)-1H-[1,2,3]-triazol-1-yl]-D-galactopyranose), C(C)(=O)OC(C)=O (Acetic anhydride), Br (HBr), solution. Yield: 46.0%. Run in ClCCl (dichloromethane), ClCCl (dichloromethane), CC(=O)O (AcOH). Reported procedure: 1,2,4,6-Tetra-O-acetyl-3-deoxy-3-[4-(methoxycarbonyl)-1H-1,2,3-triazol-1-yl]-D-galactopyranose 23 (33 mg, 0.072 mmol) was dissolved in dichloromethane (1 ml) which had been dried over 4 Å molecular sieves. Acetic anhydride (14 l, 0.20 mmol) and HBr (0.2 ml of a 33% solution in AcOH) were added, and the mixture was stirred under N2 at room temperature. After 3 h 15 min, the reaction mixture was diluted with dichloromethane (30 ml) and poured into ice-water (30 ml). The organic phase was washed wi... Yields the product C(C)(=O)O[C@H]1[C@H](O[C@@H]([C@@H]([C@@H]1N1N=NC(=C1)C(=O)OC)OC(C)=O)COC(C)=O)Br (2,4,6-Tri-O-acetyl-3-deoxy-3-[4-(methoxycarbonyl)-1H-1,2,3-triazol-1-yl]-α-D-galactopyranosyl bromide). RXN SMILES: C(O[CH:5]1[O:18][C@H:17]([CH2:19][O:20][C:21](=[O:23])[CH3:22])[C@H:12]([O:13][C:14](=[O:16])[CH3:15])[C@H:11]([N:24]2[CH:28]=[C:27]([C:29]([O:31][CH3:32])=[O:30])[N:26]=[N:25]2)[C@H:6]1[O:7][C:8](=[O:10])[CH3:9])(=O)C.C(OC(=O)C)(=O)C.[BrH:40]>ClCCl.CC(O)=O>[C:8]([O:7][C@@H:6]1[C@@H:11]([N:24]2[CH:28]=[C:27]([C:29]([O:31][CH3:32])=[O:30])[N:26]=[N:25]2)[C@@H:12]([O:13][C:14](=[O:16])[CH3:15])[C@@H:17]([CH2:19][O:20][C:21](=[O:23])[CH3:22])[O:18][C@@H:5]1[Br:40])(=[O:10])[CH3:9]. Run at time 15 minute. The reactants are O[C@@H]([C@@H](OC1=CC=C(C=C1)B(O)O)C)CCC=1C=NC=CC1 ((1S,2R)-4-(2-Hydroxy-1-methyl-4-pyridin-3-ylbutoxy)benzeneboronic acid), BrC1=CC=C(OCCN2CCCC2)C=C1 (1-[2-(4-bromophenoxy)ethyl]pyrrolidine), C([O-])([O-])=O.[Na+].[Na+] (sodium carbonate). Reagents/catalysts: C=1C=CC(=CC1)[P](C=2C=CC=CC2)(C=3C=CC=CC3)[Pd]([P](C=4C=CC=CC4)(C=5C=CC=CC5)C=6C=CC=CC6)([P](C=7C=CC=CC7)(C=8C=CC=CC8)C=9C=CC=CC9)[P](C=1C=CC=CC1)(C=1C=CC=CC1)C=1C=CC=CC1 (tetrakis(triphenylphosphine)palladium). The solvent is C(C)O (ethanol). Reaction conditions: temperature 90 celsius. The product is N1=CC(=CC=C1)CC[C@H]([C@H](C)OC1=CC=C(C=C1)C1=CC=C(C=C1)OCCN1CCCC1)O ((3R,4S)-1-Pyridin-3-yl-4-[4′-(2-pyrrolidin-1-yl-ethoxy)biphenyl-4-yloxy]pentan -3-ol). Yield: 68.9%. As a reaction SMILES: [OH:1][C@H:2]([CH2:15][CH2:16][C:17]1[CH:18]=[N:19][CH:20]=[CH:21][CH:22]=1)[C@H:3]([CH3:14])[O:4][C:5]1[CH:10]=[CH:9][C:8](B(O)O)=[CH:7][CH:6]=1.Br[C:24]1[CH:37]=[CH:36][C:27]([O:28][CH2:29][CH2:30][N:31]2[CH2:35][CH2:34][CH2:33][CH2:32]2)=[CH:26][CH:25]=1.C(=O)([O-])[O-].[Na+].[Na+]>C(O)C.C1C=CC([P]([Pd]([P](C2C=CC=CC=2)(C2C=CC=CC=2)C2C=CC=CC=2)([P](C2C=CC=CC=2)(C2C=CC=CC=2)C2C=CC=CC=2)[P](C2C=CC=CC=2)(C2C=CC=CC=2)C2C=CC=CC=2)(C2C=CC=CC=2)C2C=CC=CC=2)=CC=1>[N:19]1[CH:20]=[CH:21][CH:22]=[C:17]([CH2:16][CH2:15][C@@H:2]([OH:1])[C@@H:3]([O:4][C:5]2[CH:10]=[CH:9][C:8]([C:24]3[CH:25]=[CH:26][C:27]([O:28][CH2:29][CH2:30][N:31]4[CH2:32][CH2:33][CH2:34][CH2:35]4)=[CH:36][CH:37]=3)=[CH:7][CH:6]=2)[CH3:14])[CH:18]=1 |f:2.3.4,^1:50,52,71,90|. Procedure details: Prepared according to the method described in Example 12b) from (1S,2R)-4-(2-hydroxy-1-methyl-4-pyridin-3-ylbutoxy)benzeneboronic acid (0.190 g, Example 33), 1-[2-(4-bromophenoxy)ethyl]pyrrolidine (0.27 g), 2M aqueous sodium carbonate (0.75 ml) and tetrakis(triphenylphosphine)palladium (0) (0.025 g) in ethanol (2 ml). The reaction mixture was heated at 90° C. for 4 hours. After cooling, the solution was concentrated under reduced pressure, taken up in ethanol and concentrated again (twice). The ... The reactants are ClC1=CC=C(C=C1)C(F)(F)F (4-chlorobenzotrifluoride), C(C1=CC=CC=C1)(=O)C1=CC=CC=C1 (benzophenone), [Al+3].[Cl-].[Cl-].[Cl-] (AlCl3), C1(=CC=CC=C1)OC (anisole). Product: COC1=CC=C(C=C1)C(Cl)(Cl)C1=CC=C(C=C1)Cl (4-methoxyphenyl-4-chlorophenyl-dichloromethane). RXN SMILES: [Cl:1][C:2]1[CH:7]=[CH:6][C:5]([C:8](F)(F)F)=[CH:4][CH:3]=1.[Al+3].[Cl-:13].[Cl-:14].[Cl-].[C:16]1([O:22][CH3:23])[CH:21]=[CH:20][CH:19]=[CH:18][CH:17]=1.C(C1C=CC=CC=1)(=O)C1C=CC=CC=1>>[CH3:23][O:22][C:16]1[CH:21]=[CH:20][C:19]([C:8]([C:5]2[CH:6]=[CH:7][C:2]([Cl:1])=[CH:3][CH:4]=2)([Cl:14])[Cl:13])=[CH:18][CH:17]=1 |f:1.2.3.4|. Reported procedure: From 4-chlorobenzotrifluoride (180 mg, 1 mmol), AlCl3 (400 mg, 3 mmol) and anisole (108 mg, 1 mmol), red solid (345 mg, 120% crude), contains the benzophenone (ca 30%). Starting materials: Pt, C=CCCC=C (1,5-hexadiene), C[SiH](Cl)C (dimethylchlorosilane). Reagents/catalysts: [Pt] (platinum). Run in C=1(C(=CC=CC1)C)C (xylene). Run at temperature 50 celsius. The product is C(=CCCCC)[Si](Cl)(C)C (Hexenyldimethylchlorosilane). Isolated yield 56.0%. As a reaction SMILES: [CH2:1]=[CH:2][CH2:3][CH2:4][CH:5]=[CH2:6].[CH3:7][SiH:8]([CH3:10])[Cl:9]>[Pt].C1(C)C(C)=CC=CC=1>[CH:1]([Si:8]([CH3:10])([CH3:7])[Cl:9])=[CH:2][CH2:3][CH2:4][CH2:5][CH3:6]. Procedure: All glassware and syringes were oven dried at 110° C. overnight. 1,5-Hexadiene and dimethylchlorosilane were distilled under nitrogen prior to use. A three necked flask fitted with reflux condenser, septum, magnetic stirrer, nitrogen inlet and outlet connected to a paraffin oil bubbler was charged with 1,5-hexadiene (8.2 g, 100 mmole) and dimethylchlorosilane (4.7 g, 50 mmole). A platinum catalyst solution (3.5% Pt in xylene) (100ppm) was added to the reaction mixture, maintained at 50° C., with...